The task is: describe an organic reaction: reactants, conditions, products, and yield. This data is from the Open Reaction Database (ORD), a public repository of structured organic reaction records. Reactants: Nc1ccc(OCc2ccccc2)cc1, Fc1cc2ncnc(Cl)c2cc1I, ClCCl, Cl, Cl, C1COCCO1. The product is Cl, Fc1cc2ncnc(Nc3ccc(OCc4ccccc4)cc3)c2cc1I. As a reaction SMILES: [CH2:22]([c:23]1[cH:24][cH:25][cH:26][cH:27][cH:28]1)[O:29][c:30]1[cH:31][cH:32][c:33]([NH2:34])[cH:35][cH:36]1.[Cl:2][c:3]1[n:4][cH:5][n:6][c:7]2[cH:8][c:9]([F:14])[c:10]([I:13])[cH:11][c:12]12.[Cl:37][CH2:38][Cl:39].[ClH:1].[ClH:21].[O:15]1[CH2:16][CH2:17][O:18][CH2:19][CH2:20]1>>[ClH:2].[c:3]1([NH:34][c:33]2[cH:32][cH:31][c:30]([O:29][CH2:22][c:23]3[cH:24][cH:25][cH:26][cH:27][cH:28]3)[cH:36][cH:35]2)[n:4][cH:5][n:6][c:7]2[cH:8][c:9]([F:14])[c:10]([I:13])[cH:11][c:12]12.